From a dataset of the Open Reaction Database (ORD), a public repository of structured organic reaction records. describe an organic reaction: reactants, conditions, products, and yield The reactants are C1(CCCCC1)N=C=NC1CCCCC1 (N,N′-Dicyclohexylcarbodimide), C(C1=CC=CC=C1)OC(=O)NCC(=O)O (N-Benzyloxycarbonyl-glycine), C1(=CC=C(C=C1)S(=O)(=O)O)C.C(C1=CC=CC=C1)OC([C@@H](N)CCC)=O (L-Norvaline benzyl ester p-toluenesulphonate), COCCOC (1,2-dimethoxyethane), ice water. Conditions: time 1.5 hour. Product: C(C1=CC=CC=C1)OC(=O)NCC(=O)C1C(=O)NC(C1)=O (N-Benzyloxycarbonyl-glycyl succinimide). RXN SMILES: [CH2:1]([O:8][C:9]([NH:11][CH2:12][C:13]([OH:15])=O)=[O:10])[C:2]1[CH:7]=[CH:6][CH:5]=[CH:4][CH:3]=1.C1(C)C=CC(S(O)(=O)=O)=CC=1.C(O[C:35](=[O:41])[C@H:36](CCC)N)C1C=CC=CC=1.C1([N:48]=C=NC2CCCCC2)CCCCC1.CO[CH2:59][CH2:60][O:61]C>>[CH2:1]([O:8][C:9]([NH:11][CH2:12][C:13]([CH:36]1[CH2:59][C:60](=[O:61])[NH:48][C:35]1=[O:41])=[O:15])=[O:10])[C:2]1[CH:3]=[CH:4][CH:5]=[CH:6][CH:7]=1 |f:1.2|. Reported procedure: N-Benzyloxycarbonyl-glycine 1 (7.50 g, 35.9 mmol) and N-hydroxysuccinimide 2 (4.13 g, 35.9 mmol) were dissolved in 1,2-dimethoxyethane (60 cm3) and cooled to 0° C. (ice/water) under nitrogen. N,N′-Dicyclohexylcarbodimide (8.14 g, 39.5 mmol) was added and the solution stirred for 1.5 h and then placed in a refrigerator at −5° C. for 20 h. The solution was filtered and evaporated under reduced pressure to form a yellow oil. The oil was triturated with diethyl ether (30 cm3) to form succinimde 3 as... The reactants are CO, [H][H], O=[N+]([O-])c1ccc(OCCN2CCCC2)cc1. The product is Nc1ccc(OCCN2CCCC2)cc1. RXN SMILES: [CH3:20][OH:21].[H:18][H:19].[N+:1]([O-:2])(=[O:3])[c:4]1[cH:5][cH:6][c:7]([O:8][CH2:9][CH2:10][N:11]2[CH2:12][CH2:13][CH2:14][CH2:15]2)[cH:16][cH:17]1>>[NH2:1][c:4]1[cH:5][cH:6][c:7]([O:8][CH2:9][CH2:10][N:11]2[CH2:12][CH2:13][CH2:14][CH2:15]2)[cH:16][cH:17]1. Reactants: O=C(O)c1c[nH]c(=O)c2cc(S(=O)(=O)Cl)ccc12, Cl, N. Product: NS(=O)(=O)c1ccc2c(C(=O)O)c[nH]c(=O)c2c1. Reaction SMILES: [Cl:1][S:2](=[O:3])(=[O:4])[c:5]1[cH:6][cH:7][c:8]2[c:9]([C:16](=[O:17])[OH:18])[cH:10][nH:11][c:12](=[O:15])[c:13]2[cH:14]1.[ClH:19].[NH3:20]>>[S:2](=[O:3])(=[O:4])([c:5]1[cH:6][cH:7][c:8]2[c:9]([C:16](=[O:17])[OH:18])[cH:10][nH:11][c:12](=[O:15])[c:13]2[cH:14]1)[NH2:20]. Starting materials: Cc1ccc(S(=O)(=O)OCCc2ccc(NC(=O)OC(C)(C)C)cc2)cc1, CCSC(Cc1ccc(O)cc1)C(=O)OC, CS(C)=O, [Na+], [OH-]. Product: CCSC(Cc1ccc(OCCc2ccc(NC(=O)OC(C)(C)C)cc2)cc1)C(=O)OC. RXN SMILES: [C:19]([CH3:20])([CH3:21])([CH3:22])[O:23][C:24](=[O:25])[NH:26][c:27]1[cH:28][cH:29][c:30]([CH2:33][CH2:34][O:35][S:36]([c:37]2[cH:38][cH:39][c:40]([CH3:41])[cH:42][cH:43]2)(=[O:44])=[O:45])[cH:31][cH:32]1.[CH3:3][O:4][C:5]([CH:6]([CH2:7][c:8]1[cH:9][cH:10][c:11]([OH:14])[cH:12][cH:13]1)[S:15][CH2:16][CH3:17])=[O:18].[CH3:46][S:47]([CH3:48])=[O:49].[Na+:2].[OH-:1]>>[CH3:3][O:4][C:5]([CH:6]([CH2:7][c:8]1[cH:9][cH:10][c:11]([O:14][CH2:34][CH2:33][c:30]2[cH:29][cH:28][c:27]([NH:26][C:24]([O:23][C:19]([CH3:20])([CH3:21])[CH3:22])=[O:25])[cH:32][cH:31]2)[cH:12][cH:13]1)[S:15][CH2:16][CH3:17])=[O:18].